From a dataset of the Open Reaction Database (ORD), a public repository of structured organic reaction records. describe an organic reaction: reactants, conditions, products, and yield Reactants: CI (methyl iodide), CC(CC1C(N(C(N1)=O)C1=C(C=CC(=C1)F)F)=O)C (5-(2'-Methylpropyl)-3-(2,5-difluorophenyl)imidazoline-2,4-dione), ice, [H-].[Na+] (sodium hydride). The solvent is O (water), CN(C)C=O (DMF), CN(C)C=O (DMF), CN(C)C=O (DMF). Reaction conditions: time 2 hour. Yields the product CC(CC1C(N(C(N1C)=O)C1=C(C=CC(=C1)F)F)=O)C (5-(2'-methylpropyl)-3-(2,5-difluorophenyl)-1-methylimidazolidine-2,4-dione). Isolated yield 86.2%. RXN SMILES: [CH3:1][CH:2]([CH3:19])[CH2:3][CH:4]1[NH:8][C:7](=[O:9])[N:6]([C:10]2[CH:15]=[C:14]([F:16])[CH:13]=[CH:12][C:11]=2[F:17])[C:5]1=[O:18].[H-].[Na+].[CH3:22]I>CN(C=O)C.O>[CH3:1][CH:2]([CH3:19])[CH2:3][CH:4]1[N:8]([CH3:22])[C:7](=[O:9])[N:6]([C:10]2[CH:15]=[C:14]([F:16])[CH:13]=[CH:12][C:11]=2[F:17])[C:5]1=[O:18] |f:1.2|. Procedure: 5-(2'-Methylpropyl)-3-(2,5-difluorophenyl)imidazoline-2,4-dione (3.0 g, 11.1 mmol) in DMF (15 mL) was added dropwise to an ice-cold suspension of sodium hydride (0.30 g, 12.5 mmol) in DMF (4 mL). The solution was allowed to stir for 2 hours, after which methyl iodide (1.04 mL, 2.38 g, 16.8 mmol) in DMF (5 mL) was added dropwise. The solution was stirred overnight and then diluted with water. The product was extracted with ethyl acetate (3×), and the combined extracts were washed with brine (satu... The reactants are [C@@H]([C@H](C(=O)[O-])O)(C(=O)[O-])O.[Na+].[K+] (Seignette's salt), C[Al](C)C (trimethylaluminium), C(C)(C)N (isopropyl amine), COC(=O)C1=CC(=NO1)OCC=1C(=NOC1C)C1=CC=CC=C1 (3-(5-methyl-3-phenyl-isoxazol-4-ylmethoxy)-isoxazole-5-carboxylic acid methyl ester). Run in O1CCOCC1 (dioxane). Conditions: time 30 minute. Yields the product C(C)(C)NC(=O)C1=CC(=NO1)OCC=1C(=NOC1C)C1=CC=CC=C1 (3-(5-Methyl-3-phenyl-isoxazol-4-ylmethoxy)-isoxazole-5-carboxylic acid isopropylamide). The yield is 73.8%. As a reaction SMILES: C[Al](C)C.[CH:5]([NH2:8])([CH3:7])[CH3:6].C[O:10][C:11]([C:13]1[O:17][N:16]=[C:15]([O:18][CH2:19][C:20]2[C:21]([C:26]3[CH:31]=[CH:30][CH:29]=[CH:28][CH:27]=3)=[N:22][O:23][C:24]=2[CH3:25])[CH:14]=1)=O.[C@H](O)(C([O-])=O)[C@@H](O)C([O-])=O.[Na+].[K+]>O1CCOCC1>[CH:5]([NH:8][C:11]([C:13]1[O:17][N:16]=[C:15]([O:18][CH2:19][C:20]2[C:21]([C:26]3[CH:31]=[CH:30][CH:29]=[CH:28][CH:27]=3)=[N:22][O:23][C:24]=2[CH3:25])[CH:14]=1)=[O:10])([CH3:7])[CH3:6] |f:3.4.5|. Procedure: A solution of trimethylaluminium (2 M in toluene, 1.27 mL, 2.6 mmol) was added dropwise (exothermic) to a solution of isopropyl amine (220 μL, 2.6 mmol) in dioxane (6 mL) and the resulting mixture was stirred at room temperature for 30 min. Then 3-(5-methyl-3-phenyl-isoxazol-4-ylmethoxy)-isoxazole-5-carboxylic acid methyl ester (230 mg, 0.73 mmol) was added. The resulting mixture was then heated at 85-90° C. for 30 min and then cooled to room temperature and then poured into Seignette's salt and... Starting materials: [H][H] (hydrogen), C(#N)CCC(CCCC(=O)OC)CCC=1C=NC=CC1 (methyl 7-cyano-5-[2-(3-pyridyl)ethyl]-heptanoate), N (ammonia). Reagents/catalysts: [Ni] (Raney Nickel). The solvent is CO (methanol). Product: NCCCC(CCCC(=O)OC)CCC=1C=NC=CC1 (methyl 8-amino-5-[2-(3-pyridyl)ethyl]-octanoate). RXN SMILES: [C:1]([CH2:3][CH2:4][CH:5]([CH2:13][CH2:14][C:15]1[CH:16]=[N:17][CH:18]=[CH:19][CH:20]=1)[CH2:6][CH2:7][CH2:8][C:9]([O:11][CH3:12])=[O:10])#[N:2].N.[H][H]>CO.[Ni]>[NH2:2][CH2:1][CH2:3][CH2:4][CH:5]([CH2:13][CH2:14][C:15]1[CH:16]=[N:17][CH:18]=[CH:19][CH:20]=1)[CH2:6][CH2:7][CH2:8][C:9]([O:11][CH3:12])=[O:10]. Procedure: To a solution of 0.1 g (0.37 mmol) of methyl 7-cyano-5-[2-(3-pyridyl)ethyl]-heptanoate in 20 ml of methanol saturated with ammonia is added 0.15 ml Raney Nickel and the mixture is hydrogenated at 3 atmospheres (=3.04 bar) pressure of hydrogen and room temperature for 4 h. The catalyst is filtered off and washed with methanol (4×20 ml). The filtrate is evaporated to give methyl 8-amino-5-[2-(3-pyridyl)ethyl]-octanoate. The reactants are [Br-], N#CNc1ccc(Br)cc1Cl, O=C([O-])[O-], CC(C)(C)P(C(C)(C)C)C(C)(C)C, C1CCOC1, Cn1c(C#N)ccc1B(O)O, O=C(C=Cc1ccccc1)C=Cc1ccccc1, O=C(C=Cc1ccccc1)C=Cc1ccccc1, O=C(C=Cc1ccccc1)C=Cc1ccccc1, [K+], [K+], [Pd], [Pd]. Product: Cn1c(C#N)ccc1-c1ccc(NC#N)c(Cl)c1. As a reaction SMILES: [Br-:42].[Br:1][c:2]1[cH:3][c:4]([Cl:11])[c:5]([NH:8][C:9]#[N:10])[cH:6][cH:7]1.[C:23](=[O:24])([O-:25])[O-:26].[C:29]([P:30]([C:31]([CH3:32])([CH3:33])[CH3:34])[C:35]([CH3:36])([CH3:37])[CH3:38])([CH3:39])([CH3:40])[CH3:41].[CH2:99]1[O:100][CH2:101][CH2:102][CH2:103]1.[CH3:12][n:13]1[c:14]([B:20]([OH:21])[OH:22])[cH:15][cH:16][c:17]1[C:18]#[N:19].[CH:45](=[CH:46][C:47]([CH:48]=[CH:49][c:50]1[cH:51][cH:52][cH:53][cH:54][cH:55]1)=[O:56])[c:57]1[cH:58][cH:59][cH:60][cH:61][cH:62]1.[CH:63](=[CH:64][C:65]([CH:66]=[CH:67][c:68]1[cH:69][cH:70][cH:71][cH:72][cH:73]1)=[O:74])[c:75]1[cH:76][cH:77][cH:78][cH:79][cH:80]1.[CH:81](=[CH:82][C:83]([CH:84]=[CH:85][c:86]1[cH:87][cH:88][cH:89][cH:90][cH:91]1)=[O:92])[c:93]1[cH:94][cH:95][cH:96][cH:97][cH:98]1.[K+:27].[K+:28].[Pd:43].[Pd:44]>>[c:2]1(-[c:14]2[n:13]([CH3:12])[c:17]([C:18]#[N:19])[cH:16][cH:15]2)[cH:3][c:4]([Cl:11])[c:5]([NH:8][C:9]#[N:10])[cH:6][cH:7]1. Reactants: Cl (HCl), C(C)(C)(C)ON=O (tert-butylnitrite), CuCl2, C(C)OC(CC1=C(C(=C(C=C1)N)OC1=CC(=CC(=C1)C#N)Br)F)=O ([4-amino-3-(3-bromo-5-cyano-phenoxy)-2-fluoro-phenyl]-acetic acid ethyl ester). Run in CC#N (CH3CN). Conditions: temperature 60 celsius. Product: C(C)OC(CC1=C(C(=C(C=C1)Cl)OC1=CC(=CC(=C1)C#N)Br)F)=O ([4-chloro-3-(3-bromo-5-cyano-phenoxy)-2-fluoro-phenyl]-acetic acid ethyl ester). Yield: 64.0%. RXN SMILES: [CH2:1]([O:3][C:4](=[O:24])[CH2:5][C:6]1[CH:11]=[CH:10][C:9](N)=[C:8]([O:13][C:14]2[CH:19]=[C:18]([C:20]#[N:21])[CH:17]=[C:16]([Br:22])[CH:15]=2)[C:7]=1[F:23])[CH3:2].C(ON=O)(C)(C)C.[ClH:32]>CC#N>[CH2:1]([O:3][C:4](=[O:24])[CH2:5][C:6]1[CH:11]=[CH:10][C:9]([Cl:32])=[C:8]([O:13][C:14]2[CH:19]=[C:18]([C:20]#[N:21])[CH:17]=[C:16]([Br:22])[CH:15]=2)[C:7]=1[F:23])[CH3:2]. Procedure details: The aniline 117b (3.98 g, 10.10 mmol) was dissolved in anhydrous CH3CN (35 mL) under nitrogen. This solution was then added dropwise to a mixture of tert-butylnitrite (2.40 mL, 20.20 mmol) and CuCl2 (2.72 g, 20.20 mmol) that had been prepared under nitrogen and warmed to 60° C. The reaction temperature was maintained at 60° C. for 2 h, then cooled to 0° C. A 5% aqueous HCl solution (80 mL) was added, and the mixture was extracted with 1:1 EtOAc/hexanes (3×75 mL). The combined organics were washe... Starting materials: ClC1=CC=C(CNC(=O)C=2C=NC3=CC=C(C=C3C2O)C#CCO)C=C1 (N-(4-chlorobenzyl)-4-hydroxy-6-(3-hydroxy-1-propynyl)-3-quinolinecarboxamide), C([O-])([O-])=O.[K+].[K+] (potassium carbonate), [I-].[K+] (potassium iodide), ClCCOCCO (2-(2-chloroethoxy)ethanol). The solvent is CN(C)C=O (DMF), O (water). Conditions: temperature 100 celsius. The product is ClC1=CC=C(CNC(=O)C2=CN(C3=CC=C(C=C3C2=O)C#CCO)CCOCCO)C=C1 (N-(4-Chlorobenzyl)-1-[2-(2-hydroxyethoxy)ethyl]-6-(3-hydroxy-1-propynyl)-4-oxo-1,4-dihydro-3-quinolinecarboxamide). RXN SMILES: [Cl:1][C:2]1[CH:26]=[CH:25][C:5]([CH2:6][NH:7][C:8]([C:10]2[CH:11]=[N:12][C:13]3[C:18]([C:19]=2[OH:20])=[CH:17][C:16]([C:21]#[C:22][CH2:23][OH:24])=[CH:15][CH:14]=3)=[O:9])=[CH:4][CH:3]=1.C(=O)([O-])[O-].[K+].[K+].[I-].[K+].Cl[CH2:36][CH2:37][O:38][CH2:39][CH2:40][OH:41]>CN(C=O)C.O>[Cl:1][C:2]1[CH:3]=[CH:4][C:5]([CH2:6][NH:7][C:8]([C:10]2[C:19](=[O:20])[C:18]3[C:13](=[CH:14][CH:15]=[C:16]([C:21]#[C:22][CH2:23][OH:24])[CH:17]=3)[N:12]([CH2:36][CH2:37][O:38][CH2:39][CH2:40][OH:41])[CH:11]=2)=[O:9])=[CH:25][CH:26]=1 |f:1.2.3,4.5|. Procedure: A solution of N-(4-chlorobenzyl)-4-hydroxy-6-(3-hydroxy-1-propynyl)-3-quinolinecarboxamide (0.37 gm) from Preparation No. 5 in DMF (10 mL) is treated with potassium carbonate (2.75 gm), potassium iodide (1.66 gm) and 2-(2-chloroethoxy)ethanol (1.0 mL). The mixture is tightly capped and heated to 100° C. for 48 hrs. The reaction mixture is allowed to cool to room temperature, poured into water and extracted with dichloromethane. The layers are separated and the aqueous layer is re-extracted with ...